Task: describe an organic reaction: reactants, conditions, products, and yield. Dataset: the Open Reaction Database (ORD), a public repository of structured organic reaction records The reactants are O (water), C([O-])([O-])=O.[K+].[K+] (potassium carbonate), C(C)I (ethyl iodide), ClC1=CC(=NC2=CC(=CC=C12)O)Br (4-Chloro(bromo)-7-hydroxyquinoline). The solvent is C(Cl)Cl (methylene chloride), CN(C=O)C (N,N-dimethylformamide). Conditions: time 8 hour. Product: ClC1=CC(=NC2=CC(=CC=C12)OCC)Br (4-chloro(bromo)-7-ethoxy-quinoline). Yield: 83.4%. Reaction SMILES: [Cl:1][C:2]1[C:11]2[C:6](=[CH:7][C:8]([OH:12])=[CH:9][CH:10]=2)[N:5]=[C:4]([Br:13])[CH:3]=1.C(=O)([O-])[O-].[K+].[K+].[CH2:20](I)[CH3:21].O>CN(C)C=O.C(Cl)Cl>[Cl:1][C:2]1[C:11]2[C:6](=[CH:7][C:8]([O:12][CH2:20][CH3:21])=[CH:9][CH:10]=2)[N:5]=[C:4]([Br:13])[CH:3]=1 |f:1.2.3|. Reported procedure: 4-Chloro(bromo)-7-hydroxyquinoline (200 mg) dissolved in N,N-dimethylformamide (DMF; 30 ml) was added with potassium carbonate (203 mg) and ethyl iodide (232 mg) and stirred at room temperature for 8 hours. The reaction mixture was added with water (50 ml) and methylene chloride (30 ml) and shaken to separate the organic layer. Further, the water layer was extracted three times with methylene chloride (30 ml). This extract solution was combined with the above-mentioned organic layer, washed with... The reactants are ClC1=C(C=CC(=C1)F)C1(CCCC1)C(=O)O (1-(2-chloro-4-fluorophenyl)cyclopentanecarboxylic acid), NCCCN1CCC(CC1)C=1C=C(C=CC1F)NC(C(C)C)=O (N-{3-[1-(3-aminopropyl)-4-piperidinyl]-4-fluorophenyl}-2-methylpropanamide). Yields the product ClC1=C(C=CC(=C1)F)C1(CCCC1)C(=O)NCCCN1CCC(CC1)C1=C(C=CC(=C1)NC(C(C)C)=O)F (1-(2-CHLORO-4-FLUOROPHENYL)-N-(3-{4-[2-FLUORO-5-(ISOBUTYRYLAMINO) PHENYL]-1-PIPERIDINYL}PROPYL)CYCLOPENTANECARBOXAMIDE). RXN SMILES: [Cl:1][C:2]1[CH:7]=[C:6]([F:8])[CH:5]=[CH:4][C:3]=1[C:9]1([C:14]([OH:16])=O)[CH2:13][CH2:12][CH2:11][CH2:10]1.[NH2:17][CH2:18][CH2:19][CH2:20][N:21]1[CH2:26][CH2:25][CH:24]([C:27]2[CH:28]=[C:29]([NH:34][C:35](=[O:39])[CH:36]([CH3:38])[CH3:37])[CH:30]=[CH:31][C:32]=2[F:33])[CH2:23][CH2:22]1>>[Cl:1][C:2]1[CH:7]=[C:6]([F:8])[CH:5]=[CH:4][C:3]=1[C:9]1([C:14]([NH:17][CH2:18][CH2:19][CH2:20][N:21]2[CH2:22][CH2:23][CH:24]([C:27]3[CH:28]=[C:29]([NH:34][C:35](=[O:39])[CH:36]([CH3:38])[CH3:37])[CH:30]=[CH:31][C:32]=3[F:33])[CH2:25][CH2:26]2)=[O:16])[CH2:10][CH2:11][CH2:12][CH2:13]1. Reported procedure: Example 137 was prepared from 1-(2-chloro-4-fluorophenyl)cyclopentanecarboxylic acid and N-{3-[1-(3-aminopropyl)-4-piperidinyl]-4-fluorophenyl}-2-methylpropanamide according to the procedures described in Scheme 9: ESMS m/e: 546.1 (M+H)+. The reactants are C[Si](C)(C)[N-][Si](C)(C)C, COc1ccc(N(C(=O)CN2C=CN(c3ccccc3)C(=O)C(COS(C)(=O)=O)C2=O)C(C)C)cc1, [Na+], CN(C)C=O, c1ccc2[nH]cnc2c1. The product is COc1ccc(N(C(=O)CN2C=CN(c3ccccc3)C(=O)C(Cn3cnc4ccccc43)C2=O)C(C)C)cc1. RXN SMILES: [CH3:10][Si:11]([N-:12][Si:13]([CH3:14])([CH3:15])[CH3:16])([CH3:17])[CH3:18].[CH3:20][S:21]([O:22][CH2:25][CH:26]1[C:27](=[O:55])[N:28]([c:49]2[cH:50][cH:51][cH:52][cH:53][cH:54]2)[CH:29]=[CH:30][N:31]([CH2:34][C:35](=[O:36])[N:37]([c:38]2[cH:39][cH:40][c:41]([O:44][CH3:45])[cH:42][cH:43]2)[CH:46]([CH3:47])[CH3:48])[C:32]1=[O:33])(=[O:23])=[O:24].[Na+:19].[O:56]=[CH:57][N:58]([CH3:59])[CH3:60].[n:1]1[cH:2][nH:3][c:4]2[c:5]1[cH:6][cH:7][cH:8][cH:9]2>>[n:1]1([CH2:25][CH:26]2[C:27](=[O:55])[N:28]([c:49]3[cH:50][cH:51][cH:52][cH:53][cH:54]3)[CH:29]=[CH:30][N:31]([CH2:34][C:35](=[O:36])[N:37]([c:38]3[cH:39][cH:40][c:41]([O:44][CH3:45])[cH:42][cH:43]3)[CH:46]([CH3:47])[CH3:48])[C:32]2=[O:33])[cH:2][n:3][c:4]2[c:5]1[cH:6][cH:7][cH:8][cH:9]2.